From a dataset of the Open Reaction Database (ORD), a public repository of structured organic reaction records. describe an organic reaction: reactants, conditions, products, and yield Reactants: CC(C)(C)C(=O)c1ccc(CBr)cc1, CCOC(=O)CC(=O)CC. Yields the product CCOC(=O)C(Cc1ccc(C(=O)C(C)(C)C)cc1)C(=O)CC. Reaction SMILES: [Br:11][CH2:12][c:13]1[cH:14][cH:15][c:16]([C:19]([C:20]([CH3:21])([CH3:22])[CH3:23])=[O:24])[cH:17][cH:18]1.[CH2:1]([CH3:2])[O:3][C:4]([CH2:5][C:6]([CH2:7][CH3:8])=[O:9])=[O:10]>>[CH2:1]([CH3:2])[O:3][C:4]([CH:5]([C:6]([CH2:7][CH3:8])=[O:9])[CH2:12][c:13]1[cH:14][cH:15][c:16]([C:19]([C:20]([CH3:21])([CH3:22])[CH3:23])=[O:24])[cH:17][cH:18]1)=[O:10]. Reactants: O.C1(=CC=C(C=C1)S(=O)(=O)N1[C@H](C(=O)O)CCC1)C (N-(Toluene-4-sulfonyl)-L-proline hydrate), [Li+].[OH-] (LiOH), t-butyl ester, L-5-(1,1-dimethylethyl)-glutamic acid methyl ester hydrochloride, methyl ester, FC(C(=O)O)(F)F (trifluoroacetic acid). Run in C(Cl)Cl (CH2Cl2), C1CCOC1.O (THF water). Yields the product C1(=CC=C(C=C1)S(=O)(=O)N1[C@H](C(=O)N[C@@H](CCC(=O)O)C(=O)O)CCC1)C (N-(Toluene-4-sulfonyl)-L-prolyl-L-glutamic acid). Reaction SMILES: [OH2:1].[C:2]1([CH3:19])[CH:7]=[CH:6][C:5]([S:8]([N:11]2[CH2:18][CH2:17][CH2:16][C@H:12]2[C:13]([OH:15])=O)(=[O:10])=[O:9])=[CH:4][CH:3]=1.[Li+].[OH-:21].F[C:23](F)(F)[C:24]([OH:26])=[O:25]>C1COCC1.O.C(Cl)Cl>[C:2]1([CH3:19])[CH:3]=[CH:4][C:5]([S:8]([N:11]2[CH2:18][CH2:17][CH2:16][C@H:12]2[C:13]([NH:11][C@H:12]([C:16]([OH:21])=[O:1])[CH2:13][CH2:23][C:24]([OH:26])=[O:25])=[O:15])(=[O:9])=[O:10])=[CH:6][CH:7]=1 |f:0.1,2.3,5.6|. Reported procedure: N-(Toluene-4-sulfonyl)-L-proline hydrate was coupled to L-5-(1,1-dimethylethyl)-glutamic acid methyl ester hydrochloride using the procedure described in Method 3. The methyl ester was hydrolyzed using LiOH in THF/water to provide a solid, mp=164-166° C. The title compound was prepared, via cleavage of the t-butyl ester using trifluoroacetic acid in CH2Cl2, as a solid, mp=>200° C.